Dataset: the Open Reaction Database (ORD), a public repository of structured organic reaction records. Task: describe an organic reaction: reactants, conditions, products, and yield Starting materials: CC(CCCn1cc(CCO)c(=O)[nH]c1=O)C(=O)O, C1CCOC1, O=C1c2ccccc2C(=O)N1O, c1ccc(P(c2ccccc2)c2ccccc2)cc1. Product: CC(CCCn1cc(CCON2C(=O)c3ccccc3C2=O)c(=O)[nH]c1=O)C(=O)O. RXN SMILES: [CH3:1][CH:2]([CH2:3][CH2:4][CH2:5][n:6]1[c:7](=[O:8])[nH:9][c:10](=[O:11])[c:12]([CH2:14][CH2:15][OH:16])[cH:13]1)[C:17](=[O:18])[OH:19].[O:51]1[CH2:52][CH2:53][CH2:54][CH2:55]1.[OH:20][N:21]1[C:22](=[O:31])[c:23]2[c:24]([cH:27][cH:28][cH:29][cH:30]2)[C:25]1=[O:26].[c:32]1([P:33]([c:34]2[cH:35][cH:36][cH:37][cH:38][cH:39]2)[c:40]2[cH:41][cH:42][cH:43][cH:44][cH:45]2)[cH:46][cH:47][cH:48][cH:49][cH:50]1>>[CH3:1][CH:2]([CH2:3][CH2:4][CH2:5][n:6]1[c:7](=[O:8])[nH:9][c:10](=[O:11])[c:12]([CH2:14][CH2:15][O:16][N:21]2[C:22](=[O:31])[c:23]3[c:24]([cH:27][cH:28][cH:29][cH:30]3)[C:25]2=[O:26])[cH:13]1)[C:17](=[O:18])[OH:19]. Starting materials: O1C(=CC=C1)B(O)O (2-furanboronic acid), C([O-])([O-])=O.[Na+].[Na+] (sodium carbonate), BrC1=CC=C(O[C@H](C(=O)OCC)CCC2=CC=CC=C2)C=C1 (ethyl (2S)-2-(4-bromophenoxy)-4-phenylbutanoate). Reagents/catalysts: C=1C=CC(=CC1)[P](C=2C=CC=CC2)(C=3C=CC=CC3)[Pd]([P](C=4C=CC=CC4)(C=5C=CC=CC5)C=6C=CC=CC6)([P](C=7C=CC=CC7)(C=8C=CC=CC8)C=9C=CC=CC9)[P](C=1C=CC=CC1)(C=1C=CC=CC1)C=1C=CC=CC1 (tetrakis(triphenylphosphine)palladium). The solvent is C(OC)COC (dimethoxyethane), O (water). Product: O1C(=CC=C1)C1=CC=C(O[C@H](C(=O)OCC)CCC2=CC=CC=C2)C=C1 (ethyl (2S)-2-[4-(furan-2-yl)phenoxy]-4-phenylbutanoate). Isolated yield 120.6%. Reaction SMILES: [O:1]1[CH:5]=[CH:4][CH:3]=[C:2]1B(O)O.C(=O)([O-])[O-].[Na+].[Na+].Br[C:16]1[CH:36]=[CH:35][C:19]([O:20][C@@H:21]([CH2:27][CH2:28][C:29]2[CH:34]=[CH:33][CH:32]=[CH:31][CH:30]=2)[C:22]([O:24][CH2:25][CH3:26])=[O:23])=[CH:18][CH:17]=1>C(COC)OC.O.C1C=CC([P]([Pd]([P](C2C=CC=CC=2)(C2C=CC=CC=2)C2C=CC=CC=2)([P](C2C=CC=CC=2)(C2C=CC=CC=2)C2C=CC=CC=2)[P](C2C=CC=CC=2)(C2C=CC=CC=2)C2C=CC=CC=2)(C2C=CC=CC=2)C2C=CC=CC=2)=CC=1>[O:1]1[CH:5]=[CH:4][CH:3]=[C:2]1[C:16]1[CH:36]=[CH:35][C:19]([O:20][C@@H:21]([CH2:27][CH2:28][C:29]2[CH:34]=[CH:33][CH:32]=[CH:31][CH:30]=2)[C:22]([O:24][CH2:25][CH3:26])=[O:23])=[CH:18][CH:17]=1 |f:1.2.3,^1:47,49,68,87|. Procedure details: 0.024 mmol of tetrakis(triphenylphosphine)palladium, 12.3 mmol of 2-furanboronic acid and 7.5 ml of 2 M sodium carbonate solution are added to a solution of 6.15 mmol of ethyl (2S)-2-(4-bromophenoxy)-4-phenylbutanoate in 25 ml of dimethoxyethane. The mixture is refluxed for 2 hours. After cooling to room temperature, the mixture is taken up in water and extracted with ethyl acetate. The organic phase is dried over sodium sulfate (Na2SO4) and then evaporated to dryness under vacuum. 2.6 g of a br... The reactants are O[C@]12[C@]3(C)[C@@H](C[C@H]1C2)[C@@H]2CCC=1CC(CCC1[C@H]2CC3)=O (17beta-hydroxy-16alpha,17alpha-methylene-estr-5(10)-en-3-one). Solvent: N1=CC=CC=C1 (pyridine). Yields the product O[C@]12[C@]3(C)[C@@H](C[C@H]1C2)[C@@H]2CCC1=CC(CCC1=C2CC3)=O (17beta-hydroxy-16alpha,17alpha-methylene-estra-4,9-dien-3-one). Reaction SMILES: [OH:1][C@@:2]12[CH2:8][C@@H:7]1[CH2:6][C@H:5]1[C@H:9]3[C@H:18]([CH2:19][CH2:20][C@:3]21[CH3:4])[C:17]1[CH2:16][CH2:15][C:14](=[O:21])[CH2:13][C:12]=1[CH2:11][CH2:10]3>N1C=CC=CC=1>[OH:1][C@@:2]12[CH2:8][C@@H:7]1[CH2:6][C@H:5]1[C@H:9]3[C:18]([CH2:19][CH2:20][C@:3]21[CH3:4])=[C:17]1[C:12](=[CH:13][C:14](=[O:21])[CH2:15][CH2:16]1)[CH2:11][CH2:10]3. Procedure details: 2.3 g of 17beta-hydroxy-16alpha,17alpha-methylene-estr-5(10)-en-3-one is dissolved in 20 ml of pyridine dried on KOH and is mixed at -30° C. with stirring in an inert gas atmosphere with 2.88 g of pyridine hydrobromide perbromide. Then, it is stirred for about 15 minutes at a temperature of about -5° C. and then the excess bromation agent is destroyed by addition of dihydropyrane. Then, it is stirred for 4 hours at room temperature, the reaction mixture is mixed with water and the steroid is ext... The reactants are OC1=C(C=CC2=CC=CC=C12)C(=O)NCCCCOC1=C(C=C(C=C1)C(C)(C)CC)C(C)(C)CC (1-hydroxy-N-[4-(2,4-di-t-amylphenoxy)-butyl]-2-naphthamide), C1(=CC=CC=C1)N1N=NN=C1SCl (1-phenyl-5-tetrazolylsulfur chloride). Solvent: C(Cl)(Cl)(Cl)Cl (carbon tetrachloride), C(Cl)(Cl)(Cl)Cl (carbon tetrachloride). Yields the product OC1=C(C=C(C2=CC=CC=C12)SC1=NN=NN1C1=CC=CC=C1)C(=O)NCCCCOC1=C(C=C(C=C1)C(C)(C)CC)C(C)(C)CC (1-hydroxy-4-(1-phenyl-5-tetrazolylthio)-N-[4-(2,4-di-t-amylphenoxy)-butyl]-2-naphthamide). Yield: 77.7%. Reaction SMILES: [OH:1][C:2]1[C:11]2[C:6](=[CH:7][CH:8]=[CH:9][CH:10]=2)[CH:5]=[CH:4][C:3]=1[C:12]([NH:14][CH2:15][CH2:16][CH2:17][CH2:18][O:19][C:20]1[CH:25]=[CH:24][C:23]([C:26]([CH2:29][CH3:30])([CH3:28])[CH3:27])=[CH:22][C:21]=1[C:31]([CH2:34][CH3:35])([CH3:33])[CH3:32])=[O:13].[C:36]1([N:42]2[C:46]([S:47]Cl)=[N:45][N:44]=[N:43]2)[CH:41]=[CH:40][CH:39]=[CH:38][CH:37]=1>C(Cl)(Cl)(Cl)Cl>[OH:1][C:2]1[C:11]2[C:6](=[CH:7][CH:8]=[CH:9][CH:10]=2)[C:5]([S:47][C:46]2[N:42]([C:36]3[CH:41]=[CH:40][CH:39]=[CH:38][CH:37]=3)[N:43]=[N:44][N:45]=2)=[CH:4][C:3]=1[C:12]([NH:14][CH2:15][CH2:16][CH2:17][CH2:18][O:19][C:20]1[CH:25]=[CH:24][C:23]([C:26]([CH2:29][CH3:30])([CH3:27])[CH3:28])=[CH:22][C:21]=1[C:31]([CH2:34][CH3:35])([CH3:33])[CH3:32])=[O:13]. Procedure: To a solution of 47.6 g of 1-hydroxy-N-[4-(2,4-di-t-amylphenoxy)-butyl]-2-naphthamide in 500 ml of carbon tetrachloride, was added a solution of 21 g of 1-phenyl-5-tetrazolylsulfur chloride (prepared according to Org. Synth. Coll., vol. II, page 445) in 200 ml of carbon tetrachloride. The mixture was refluxed overnight and concentrated in vacuo. The solid was recrystallized from 500 ml of acetonitrile, yielding 50 g of 1-hydroxy-4-(1-phenyl-5-tetrazolylthio)-N-[4-(2,4-di-t-amylphenoxy)-butyl]-2-... Reactants: ClOC(C)(C)C (tert-Butyl hypochlorite), [Cl-].NC(C[N+]1(CCOCC1)C)(C)C (4-(2-amino-2-methylpropyl)-4-methylmorpholin-4-ium chloride). Solvent: CO (methanol). Conditions: time 1 hour. The product is [Cl-].ClN(C(C[N+]1(CCOCC1)C)(C)C)Cl (4-(2-(dichloroamino)-2-methylpropyl)-4-methylmorpholin-4-ium chloride). Yield: 12.8%. RXN SMILES: [Cl:1]OC(C)(C)C.[Cl-:7].[NH2:8][C:9]([CH3:19])([CH3:18])[CH2:10][N+:11]1([CH3:17])[CH2:16][CH2:15][O:14][CH2:13][CH2:12]1>CO>[Cl-:1].[Cl:7][N:8]([Cl:1])[C:9]([CH3:19])([CH3:18])[CH2:10][N+:11]1([CH3:17])[CH2:12][CH2:13][O:14][CH2:15][CH2:16]1 |f:1.2,4.5|. Reported procedure: tert-Butyl hypochlorite (0.49 mg, 4.5 mmol) was added to a stirred solution of 4-(2-amino-2-methylpropyl)-4-methylmorpholin-4-ium chloride (380 mg, 1.8 mmol) in methanol (25 ml) and stirred for 1 hour at room temperature. The reaction mixture was concentrated in vacuo, and purified by prep-HPLC to give 64 mg (13% yield) of 4-(2-(dichloroamino)-2-methylpropyl)-4-methylmorpholin-4-ium chloride. 1H NMR (D2O) δ 4.16-3.98 (m, 4 H), 3.86 (s, 2 H), 3.78-3.58 (m, 4 H), 3.43 (s, 3 H), 1.66 (s, 6H); MS (E... Starting materials: C(#C)[Si](C)(C)C (ethynyl(trimethyl)silane), C1(=CC=CC=C1)P(C1=CC=CC=C1)C1=CC=CC=C1 (triphenylphosphine), BrC1=C(C=CC(=C1)[N+](=O)[O-])F (2-bromo-1-fluoro-4-nitrobenzene). The reagents and catalysts are C(C)(=O)[O-].[Pd+2].C(C)(=O)[O-] (palladium (2+) acetate). Solvent: C(C)N(CC)CC (triethylamine). Product: FC1=C(C=C(C=C1)[N+](=O)[O-])C#C[Si](C)(C)C ([(2-fluoro-5-nitrophenyl)ethynyl](trimethyl)silane). As a reaction SMILES: [C:1]([Si:3]([CH3:6])([CH3:5])[CH3:4])#[CH:2].C1(P(C2C=CC=CC=2)C2C=CC=CC=2)C=CC=CC=1.Br[C:27]1[CH:32]=[C:31]([N+:33]([O-:35])=[O:34])[CH:30]=[CH:29][C:28]=1[F:36]>C(N(CC)CC)C.C([O-])(=O)C.[Pd+2].C([O-])(=O)C>[F:36][C:28]1[CH:29]=[CH:30][C:31]([N+:33]([O-:35])=[O:34])=[CH:32][C:27]=1[C:2]#[C:1][Si:3]([CH3:6])([CH3:5])[CH3:4] |f:4.5.6|. Procedure details: 1.126 ml of ethynyl(trimethyl)silane, 55 mg of triphenylphosphine and 24 mg of palladium (2+) acetate are added to a solution of 1.169 g of 2-bromo-1-fluoro-4-nitrobenzene in 13 ml of triethylamine with stirring and under argon. After four and a half hours at a temperature of 100° C., the reaction medium is cooled and the insoluble material is filtered off through sintered glass. The filtrate is concentrated to dryness under reduced pressure. After two silica column purifications, eluent: 90/10 ... Product: [N-]=[N+]=NCCC(O)C(F)(F)C(F)(F)F. As a reaction SMILES: [CH3:18][S:19]([CH3:20])=[O:21].[F:1][C:2]([C:3]([CH:4]([CH2:5][CH2:6][I:7])[OH:8])([F:9])[F:10])([F:11])[F:12].[N-:14]=[N+:15]=[N-:16].[Na+:13].[OH2:17]>>[F:1][C:2]([C:3]([CH:4]([CH2:5][CH2:6][N:14]=[N+:15]=[N-:16])[OH:8])([F:9])[F:10])([F:11])[F:12]. The reactants are CS(C)=O, OC(CCI)C(F)(F)C(F)(F)F, [N-]=[N+]=[N-], [Na+], O. Reactants: FC(C(=O)O)(F)F (Trifluoroacetic acid), FC1=C(C=CC=C1F)[C@@H]1CC[C@H](C=2N(C1)C(=NN2)C2(CC2)C(F)(F)F)NC(OC(C)(C)C)=O (tert-butyl {(6S,9R)-6-(2,3-difluorophenyl)-3-[1-(trifluoromethyl)cyclopropyl]-6,7,8,9-tetrahydro-5H-[1,2,4]triazolo[4,3-a]azepin-9-yl}carbamate). Run in ClCCl (dichloromethane). Conditions: time 1 hour. The product is FC1=C(C=CC=C1F)[C@@H]1CC[C@H](C=2N(C1)C(=NN2)C2(CC2)C(F)(F)F)N ((6S,9R)-6-(2,3-Difluorophenyl)-3-[1-(trifluoromethyl)cyclopropyl]-6,7,8,9-tetrahydro-5H-[1,2,4]triazolo[4,3-a]azepin-9-amine). As a reaction SMILES: FC(F)(F)C(O)=O.[F:8][C:9]1[C:14]([F:15])=[CH:13][CH:12]=[CH:11][C:10]=1[C@H:16]1[CH2:22][N:21]2[C:23]([C:26]3([C:29]([F:32])([F:31])[F:30])[CH2:28][CH2:27]3)=[N:24][N:25]=[C:20]2[C@H:19]([NH:33]C(=O)OC(C)(C)C)[CH2:18][CH2:17]1>ClCCl>[F:8][C:9]1[C:14]([F:15])=[CH:13][CH:12]=[CH:11][C:10]=1[C@H:16]1[CH2:22][N:21]2[C:23]([C:26]3([C:29]([F:32])([F:30])[F:31])[CH2:27][CH2:28]3)=[N:24][N:25]=[C:20]2[C@H:19]([NH2:33])[CH2:18][CH2:17]1. Reported procedure: Trifluoroacetic acid (7.5 mL, 101.3 mmol) was added to a solution of tert-butyl {(6S,9R)-6-(2,3-difluorophenyl)-3-[1-(trifluoromethyl)cyclopropyl]-6,7,8,9-tetrahydro-5H-[1,2,4]triazolo[4,3-a]azepin-9-yl}carbamate (0.38 g, 0.80 mmol) in dichloromethane (15 mL). After 1 h, the reaction mixture was quenched with saturated aqueous sodium bicarbonate and the mixture was extracted with dichloromethane (3×). The combined organic extracts were washed with saturated brine, dried over magnesium sulfate, f...